The task is: describe an organic reaction: reactants, conditions, products, and yield. This data is from the Open Reaction Database (ORD), a public repository of structured organic reaction records. Reported procedure: 14.1 g (100 mmol) of benzoyl chloride are added dropwise with stirring at room temperature to a solution of 19 g (110 mmol) of 1-chloro-3,5-dimethoxybenzene and 14.7 g (110 mmol) of AlCl3 in 100 ml of toluene. The mixture is held at 70° C. with stirring for 5 h. The reaction mixture is cooled, then treated with 10% HCl and extracted with toluene. The resulting solution is washed with water and subsequently with saturated sodium chloride solution. The residue which remains after drying over MgSO4... Yields the product OC1=C(C(=O)C2=CC=CC=C2)C(=CC(=C1)OC)Cl (2-Hydroxy-4-methoxy-6-chiorobenzophenone). Isolated yield 52.9%. Reaction conditions: time 5 hour. The solvent is C1(=CC=CC=C1)C (toluene). The reactants are ClC1=CC(=CC(=C1)OC)OC (1-chloro-3,5-dimethoxybenzene), [Al+3].[Cl-].[Cl-].[Cl-] (AlCl3), C(C1=CC=CC=C1)(=O)Cl (benzoyl chloride), Cl (HCl). As a reaction SMILES: [C:1](Cl)(=[O:8])[C:2]1[CH:7]=[CH:6][CH:5]=[CH:4][CH:3]=1.[Cl:10][C:11]1[CH:16]=[C:15]([O:17]C)[CH:14]=[C:13]([O:19][CH3:20])[CH:12]=1.[Al+3].[Cl-].[Cl-].[Cl-].Cl>C1(C)C=CC=CC=1>[OH:17][C:15]1[CH:14]=[C:13]([O:19][CH3:20])[CH:12]=[C:11]([Cl:10])[C:16]=1[C:1]([C:2]1[CH:7]=[CH:6][CH:5]=[CH:4][CH:3]=1)=[O:8] |f:2.3.4.5|. As a reaction SMILES: [CH2:1]([N:8]1[C:16]2[C:11](=[N:12][CH:13]=[C:14](Br)[C:15]=2[O:17][CH2:18][C:19]2[CH:24]=[CH:23][C:22]([F:25])=[CH:21][CH:20]=2)[C:10]([CH3:27])=[C:9]1[CH3:28])[C:2]1[CH:7]=[CH:6][CH:5]=[CH:4][CH:3]=1.[Cu][C:30]#[N:31].C(OCC)(=O)C>CN(C)C=O>[CH2:1]([N:8]1[C:16]2[C:11](=[N:12][CH:13]=[C:14]([C:30]#[N:31])[C:15]=2[O:17][CH2:18][C:19]2[CH:24]=[CH:23][C:22]([F:25])=[CH:21][CH:20]=2)[C:10]([CH3:27])=[C:9]1[CH3:28])[C:2]1[CH:7]=[CH:6][CH:5]=[CH:4][CH:3]=1. Yield: 22.7%. Solvent: CN(C=O)C (N,N-dimethylformamide). The reactants are C(C1=CC=CC=C1)N1C(=C(C2=NC=C(C(=C21)OCC2=CC=C(C=C2)F)Br)C)C (1-benzyl-6-bromo-7-(4-fluoro-benzyloxy)-2,3-dimethyl-1H-pyrrolo[3,2-b]pyridine), [Cu]C#N (copper (I) cyanide), C(C)(=O)OCC (Ethyl acetate). Procedure: 1-Benzyl-6-bromo-7-(4-fluorobenzyloxy)-2,3-dimethyl-1H-pyrrolo[3,2-b]pyridine hydrochloride prepared in Example 273 was neutralized with a saturated sodium carbonate solution to obtain 1-benzyl-6-bromo-7-(4-fluoro-benzyloxy)-2,3-dimethyl-1H-pyrrolo[3,2-b]pyridine (1.4 g, 3.18 mmol). A solution of 1-benzyl-6-bromo-7-(4-fluoro-benzyloxy)-2,3-dimethyl-1H-pyrrolo[3,2-b]pyridine (1.4 g, 3.18 mmol) and copper (I) cyanide (700 mg, 7.52 mmol) in anhydrous N,N-dimethylformamide (30 ml) was refluxed for 4... Product: C(C1=CC=CC=C1)N1C(=C(C2=NC=C(C(=C21)OCC2=CC=C(C=C2)F)C#N)C)C (1-benzyl-7-(4-fluorobenzyloxy)-2,3-dimethyl-1H-pyrrolo[3,2-b]pyridine-6-carbonitrile). The product is C1(=CC=CC=C1)CCCCOC1=CC(=C(C(=O)OC)C=C1)F (Methyl 4-(4-phenylbutoxy)-2-fluorobenzoate). As a reaction SMILES: [F:1][C:2]1[CH:11]=[C:10]([OH:12])[CH:9]=[CH:8][C:3]=1[C:4]([O:6][CH3:7])=[O:5].[C:13]1([CH2:19][CH2:20][CH2:21][CH2:22]O)[CH:18]=[CH:17][CH:16]=[CH:15][CH:14]=1>>[C:13]1([CH2:19][CH2:20][CH2:21][CH2:22][O:12][C:10]2[CH:9]=[CH:8][C:3]([C:4]([O:6][CH3:7])=[O:5])=[C:2]([F:1])[CH:11]=2)[CH:18]=[CH:17][CH:16]=[CH:15][CH:14]=1. Reactants: FC1=C(C(=O)OC)C=CC(=C1)O (methyl 2-fluoro-4-hydroxybenzoate), C1(=CC=CC=C1)CCCCO (4-phenyl-1-butanol). Procedure: Following the process described in example 18 (point A), starting from methyl 2-fluoro-4-hydroxybenzoate and 4-phenyl-1-butanol, the title compound was prepared, which was purified by chromatography through a silica gel column, eluting with hexane:ethyl acetate, 95:5 (97% yield). The yield is 97.0%. The reactants are ClC1=C(C(=O)O)C=CC=C1F (2-chloro-3-fluorobenzoic acid), C1(CC1)CC(CN)N1CN=C(C=C1)C(F)(F)F (3-cyclopropyl-2-(6-(trifluoromethyl)pyrimidin-3-yl)propan-1-amine). Product: ClC1=C(C(=O)NCC(CC2CC2)N2CN=C(C=C2)C(F)(F)F)C=CC=C1F (2-chloro-3-fluoro-N-(3-cyclopropyl-2-(6-(trifluoromethyl)pyrimidin-3-yl)propyl)benzamide). RXN SMILES: [Cl:1][C:2]1[C:10]([F:11])=[CH:9][CH:8]=[CH:7][C:3]=1[C:4]([OH:6])=O.[CH:12]1([CH2:15][CH:16]([N:19]2[CH:24]=[CH:23][C:22]([C:25]([F:28])([F:27])[F:26])=[N:21][CH2:20]2)[CH2:17][NH2:18])[CH2:14][CH2:13]1>>[Cl:1][C:2]1[C:10]([F:11])=[CH:9][CH:8]=[CH:7][C:3]=1[C:4]([NH:18][CH2:17][CH:16]([N:19]1[CH:24]=[CH:23][C:22]([C:25]([F:28])([F:27])[F:26])=[N:21][CH2:20]1)[CH2:15][CH:12]1[CH2:14][CH2:13]1)=[O:6]. Procedure details: From 2-chloro-3-fluorobenzoic acid and 3-cyclopropyl-2-(6-(trifluoromethyl)pyrimidin-3-yl)propan-1-amine. LCMS (MH+): m/z=402.1, tR (minutes, Method D)=0.78 Starting materials: COC(C)(C)C, Cc1ccccc1, CO, Clc1ccnc(Cl)n1, [K+], [K+], O=C([O-])[O-], O, OB(O)c1ccccc1. Yields the product Clc1nccc(-c2ccccc2)n1. RXN SMILES: [C:33]([O:34][CH3:35])([CH3:36])([CH3:37])[CH3:38].[CH3:24][c:25]1[cH:26][cH:27][cH:28][cH:29][cH:30]1.[CH3:31][OH:32].[Cl:7][c:8]1[n:9][cH:10][cH:11][c:12]([Cl:14])[n:13]1.[K+:1].[K+:2].[O-:3][C:4]([O-:5])=[O:6].[OH2:39].[c:15]1([B:21]([OH:22])[OH:23])[cH:16][cH:17][cH:18][cH:19][cH:20]1>>[Cl:7][c:8]1[n:9][cH:10][cH:11][c:12](-[c:15]2[cH:16][cH:17][cH:18][cH:19][cH:20]2)[n:13]1. The reactants are C(CCCCCCCCCCCCCCC)S(=O)(=O)N[C@@H](CC(=O)O)C(=O)OC(C)(C)C (N-hexadecylsulfonyl-(O-t-butyl)-L-aspartic acid), ON1N=NC2=C1C=CC=C2 (1-hydroxybenzotriazole), C1(CCCCC1)N=C=NC1CCCCC1 (dicyclohexylcarbodiimide), tetrabutylammonium salt, amino. Solvent: CN(C=O)C (dimethylformamide), CN(C=O)C (dimethylformamide). Yields the product C(=C)C1=C(C=CC=C1)C=C.C=CC1=CC=CC=C1 (styrene-divinylbenzene). As a reaction SMILES: C(S(N[C@H](C(OC(C)(C)C)=O)CC(O)=O)(=O)=O)CCCCC[CH2:7][CH2:8][CH2:9][CH2:10][CH2:11][CH2:12][CH2:13][CH2:14][CH2:15][CH3:16].ON1C2C=CC=CC=2N=N1.C1(N=C=NC2CCCCC2)CCCCC1>CN(C)C=O>[CH:15]([C:14]1[CH:13]=[CH:12][CH:11]=[CH:10][C:9]=1[CH:8]=[CH2:7])=[CH2:16].[CH2:16]=[CH:15][C:14]1[CH:9]=[CH:10][CH:11]=[CH:12][CH:13]=1 |f:4.5|. Procedure: N-hexadecylsulfonyl-(O-t-butyl)-L-aspartic acid (189 mg, 0.395 mmol, 1-hydroxybenzotriazole (55 mg, 0.395 mmol) and dicyclohexylcarbodiimide (83 mg, 0.395 mmol) in 0.50 mL of dimethylformamide was stirred at room temperature for forty five minutes. A 0.050 mL aliquot of this solution was added to the tetrabutylammonium salt of the amino core cyclic peptide of laspartomycin in 0.2 mL of dimethylformamide and stirred at room temperature for sixty minutes. The reaction mixture was quenched by dilut... Starting materials: CCO, COC(=O)c1ccc([N+](=O)[O-])cc1, NN, O. Product: NNC(=O)c1ccc([N+](=O)[O-])cc1. Reaction SMILES: [CH3:17][CH2:18][OH:19].[N+:1](=[O:2])([O-:3])[c:4]1[cH:5][cH:6][c:7]([C:8](=[O:9])[O:10][CH3:11])[cH:12][cH:13]1.[NH2:15][NH2:16].[OH2:14]>>[N+:1](=[O:2])([O-:3])[c:4]1[cH:5][cH:6][c:7]([C:8](=[O:9])[NH:15][NH2:16])[cH:12][cH:13]1. Starting materials: CCC(C)=O, CS(=O)(=O)OCC1(CC#Cc2ccc(OC(F)(F)F)cc2)CCC1, [I-], [Na+]. Product: FC(F)(F)Oc1ccc(C#CCC2(CI)CCC2)cc1. As a reaction SMILES: [CH3:27][C:28](=[O:29])[CH2:30][CH3:31].[F:1][C:2]([O:3][c:4]1[cH:5][cH:6][c:7]([C:10]#[C:11][CH2:12][C:13]2([CH2:17][O:18][S:19]([CH3:20])(=[O:21])=[O:22])[CH2:14][CH2:15][CH2:16]2)[cH:8][cH:9]1)([F:23])[F:24].[I-:25].[Na+:26]>>[F:1][C:2]([O:3][c:4]1[cH:5][cH:6][c:7]([C:10]#[C:11][CH2:12][C:13]2([CH2:17][I:25])[CH2:14][CH2:15][CH2:16]2)[cH:8][cH:9]1)([F:23])[F:24]. The reactants are CN(CCN)C (N,N-dimethylethylendiamine), CN(CCN)C (N,N-dimethylethylenediamine), ClC1=CC=C(C=2SC3=CC=CC=C3C(C12)=O)[N+](=O)[O-] (1-chloro-4-nitrothioxanthone), C(=O)([O-])[O-].[K+].[K+] (K2CO3). The solvent is C=1(C(=CC=CC1)C)C (xylene), C=1(C(=CC=CC1)C)C (xylene). Product: CN(CCNC1=CC=C(C=2SC3=CC=CC=C3C(C12)=O)[N+](=O)[O-])C (1-[[2-(dimethylamino)ethyl]amino]-4-nitro-9H-thioxanthen-9-one). Isolated yield 85.6%. RXN SMILES: [CH3:1][N:2]([CH3:6])[CH2:3][CH2:4][NH2:5].Cl[C:8]1[C:21]2[C:20](=[O:22])[C:19]3[C:14](=[CH:15][CH:16]=[CH:17][CH:18]=3)[S:13][C:12]=2[C:11]([N+:23]([O-:25])=[O:24])=[CH:10][CH:9]=1.C([O-])([O-])=O.[K+].[K+]>C1(C)C(C)=CC=CC=1>[CH3:1][N:2]([CH3:6])[CH2:3][CH2:4][NH:5][C:8]1[C:21]2[C:20](=[O:22])[C:19]3[C:14](=[CH:15][CH:16]=[CH:17][CH:18]=3)[S:13][C:12]=2[C:11]([N+:23]([O-:25])=[O:24])=[CH:10][CH:9]=1 |f:2.3.4|. Procedure: A solution of 9.3 g (0.105 mole) of N,N-dimethylethylenediamine in 35 ml of xylene was added dropwise over ten minutes to a stirred mixture of 1-chloro-4-nitrothioxanthone (24.5 g, 0.084 mole) and K2CO3 (12.2 g, 0.088 mole) in 350 ml of xylene. The mixture was heated for one hour at 70°, an additional 1.8 g (0.088 mole) of N,N-dimethylethylendiamine was added, and heating was continued for an additional hour. The mixture was cooled and the solid was collected, washed with cold xylene, petroleum ...